Dataset: the Open Reaction Database (ORD), a public repository of structured organic reaction records. Task: describe an organic reaction: reactants, conditions, products, and yield Starting materials: CC1=C(C=C(C=C1)C=1OC(=NN1)C)C1=CC=C(C=C1)C(=O)O (2′-methyl-5′-(5-methyl-1,3,4-oxadiazol-2-yl)-1,1′-biphenyl-4-carboxylic acid), NCC1=CC=C(C(=O)N)C=C1 (4-aminomethylbenzamide). Yields the product NC(=O)C1=CC=C(CNC(=O)C2=CC=C(C=C2)C2=C(C=CC(=C2)C=2OC(=NN2)C)C)C=C1 (N-[4-(Aminocarbonyl)benzyl]-2′-methyl-5′-(5methyl-1,3,4-oxadiazol-2-yl)-1,1′-biphenyl-4-carboxamide). As a reaction SMILES: [CH3:1][C:2]1[CH:7]=[CH:6][C:5]([C:8]2[O:9][C:10]([CH3:13])=[N:11][N:12]=2)=[CH:4][C:3]=1[C:14]1[CH:19]=[CH:18][C:17]([C:20](O)=[O:21])=[CH:16][CH:15]=1.[NH2:23][CH2:24][C:25]1[CH:33]=[CH:32][C:28]([C:29]([NH2:31])=[O:30])=[CH:27][CH:26]=1>>[NH2:31][C:29]([C:28]1[CH:27]=[CH:26][C:25]([CH2:24][NH:23][C:20]([C:17]2[CH:16]=[CH:15][C:14]([C:3]3[CH:4]=[C:5]([C:8]4[O:9][C:10]([CH3:13])=[N:11][N:12]=4)[CH:6]=[CH:7][C:2]=3[CH3:1])=[CH:19][CH:18]=2)=[O:21])=[CH:33][CH:32]=1)=[O:30]. Procedure: N-[4-(Aminocarbonyl)benzyl]-2′-methyl-5′-(5methyl-1,3,4-oxadiazol-2-yl)-1,1′-biphenyl-4-carboxamide was prepared from 2′-methyl-5′-(5-methyl-1,3,4-oxadiazol-2-yl)-1,1′-biphenyl-4-carboxylic acid and 4-aminomethylbenzamide using method H. NMR; δH [2H6]—DMSO 9.20,(1H, t), 8.01,(2H, d), 7.93,(1H, b), 7.89,(1H, dd), 7.83,(2H, d), 7.77,(1H, d), 7.54,(3H, m), 7.39,(2H, d), 7.32,(1H, b), 4.54,(2H, d), 2.56,(3H, s), 2.31,(3H, s). LCMS; retention time 2.82 min, MH+ 427. Starting materials: Cl (hydrochloric acid), C(=O)(O)C1=C(COC2=CC=C(C=C2)C(C(=O)O)C)C=CC=C1 (4-(2-carboxybenzyloxy)phenylpropanoic acid), ClCCl (dichloromethane), FC(C(=O)OC(C(F)(F)F)=O)(F)F (trifluoroacetic anhydride). Run in O (water). Reaction conditions: time 20 minute. Product: O=C1C2=C(OCC3=C1C=CC=C3)C=CC(=C2)CCC(=O)O (6,11-dihydro-11-oxodibenz[b,e]oxepin-2-propanoic acid). Isolated yield 79.6%. As a reaction SMILES: [C:1]([C:4]1[CH:22]=[CH:21][CH:20]=[CH:19][C:5]=1[CH2:6][O:7][C:8]1[CH:13]=[CH:12][C:11]([CH:14]([CH3:18])C(O)=O)=[CH:10][CH:9]=1)([OH:3])=O.ClCCl.FC(F)(F)[C:28]([O:30]C(=O)C(F)(F)F)=[O:29].Cl>O>[O:3]=[C:1]1[C:4]2[CH:22]=[CH:21][CH:20]=[CH:19][C:5]=2[CH2:6][O:7][C:8]2[CH:9]=[CH:10][C:11]([CH2:14][CH2:18][C:28]([OH:30])=[O:29])=[CH:12][C:13]1=2. Procedure: A stirred suspension of 4-(2-carboxybenzyloxy)phenylpropanoic acid (47.14 g, 0.157 mol) and dichloromethane (500 ml) was treated over 30 seconds with trifluoroacetic anhydride (75.61 g, 0.36 mol). The solid material slowly dissolved. The solution was heated 6 hours under reflux with exclusion of moisture. The cooled solution was treated with water (100 ml) and stirred 20 minutes at ambient temperature (mild exotherm). The mixture was strongly acidified with 5% hydrochloric acid and thoroughly ag... Reactants: Cc1cc(Oc2cccc(OCc3ccccc3)c2)cc2c1C(CC(=O)O)OB2O, CCO. Product: Cc1cc(Oc2cccc(O)c2)cc2c1C(CC(=O)O)OB2O. RXN SMILES: [CH2:1]([c:2]1[cH:3][cH:4][cH:5][cH:6][cH:7]1)[O:8][c:9]1[cH:10][c:11]([O:12][c:13]2[cH:14][c:15]([CH3:27])[c:16]3[c:17]([cH:26]2)[B:18]([OH:25])[O:19][CH:20]3[CH2:21][C:22](=[O:23])[OH:24])[cH:28][cH:29][cH:30]1.[CH3:31][CH2:32][OH:33]>>[OH:8][c:9]1[cH:10][c:11]([O:12][c:13]2[cH:14][c:15]([CH3:27])[c:16]3[c:17]([cH:26]2)[B:18]([OH:25])[O:19][CH:20]3[CH2:21][C:22](=[O:23])[OH:24])[cH:28][cH:29][cH:30]1.